This data is from the Open Reaction Database (ORD), a public repository of structured organic reaction records. The task is: describe an organic reaction: reactants, conditions, products, and yield The reactants are CC(=CC=O)C1OC(=O)CC(O[Si](C)(C)C(C)(C)C)CCC2(C)OC(c3ccccc3)OC2C=CC1C, C1CCOC1, C[P+](c1ccccc1)(c1ccccc1)c1ccccc1, CC(C)(C)[O-], CCOC(C)=O, [I-], [K+]. The product is C=CC=C(C)C1OC(=O)CC(O[Si](C)(C)C(C)(C)C)CCC2(C)OC(c3ccccc3)OC2C=CC1C. RXN SMILES: [C:33]([CH3:34])([CH3:35])([CH3:36])[Si:37]([O:38][CH:39]1[CH2:40][CH2:41][C:42]2([CH3:67])[CH:43]([CH:44]=[CH:45][CH:46]([CH3:57])[CH:47]([C:52](=[CH:53][CH:54]=[O:55])[CH3:56])[O:48][C:49](=[O:51])[CH2:50]1)[O:58][CH:59]([c:61]1[cH:62][cH:63][cH:64][cH:65][cH:66]1)[O:60]2)([CH3:68])[CH3:69].[CH2:7]1[O:8][CH2:9][CH2:10][CH2:11]1.[CH3:13][P+:14]([c:15]1[cH:16][cH:17][cH:18][cH:19][cH:20]1)([c:21]1[cH:22][cH:23][cH:24][cH:25][cH:26]1)[c:27]1[cH:28][cH:29][cH:30][cH:31][cH:32]1.[CH3:1][C:2]([CH3:3])([O-:4])[CH3:5].[CH3:70][CH2:71][O:72][C:73](=[O:74])[CH3:75].[I-:12].[K+:6]>>[CH2:1]=[CH:54][CH:53]=[C:52]([CH:47]1[CH:46]([CH3:57])[CH:45]=[CH:44][CH:43]2[C:42]([CH3:67])([CH2:41][CH2:40][CH:39]([O:38][Si:37]([C:33]([CH3:34])([CH3:35])[CH3:36])([CH3:68])[CH3:69])[CH2:50][C:49](=[O:51])[O:48]1)[O:60][CH:59]([c:61]1[cH:62][cH:63][cH:64][cH:65][cH:66]1)[O:58]2)[CH3:56]. Starting materials: ClC1=NC2=CC=C(C=C2N=C1Cl)[N+](=O)[O-] (2,3-dichloro-6-nitroquinoxaline), ClC1=NC2=CC=CC=C2N=C1Cl (2,3-dichloroquinoxaline), [K]SC(S[K])=C(C#N)C#N (di(potassiomercapto)methylenemalononitrile). Yields the product S1C(SC=2C1=NC1=CC=CC=C1N2)=C(C#N)C#N (1,3-Dithiolo-(4,5-b)-quinoxaline-2-ylidene-propanedinitrile). Yield: 69.0%. As a reaction SMILES: Cl[C:2]1[C:11](Cl)=[N:10][C:9]2[C:4](=[CH:5][CH:6]=[C:7]([N+]([O-])=O)[CH:8]=2)[N:3]=1.ClC1C(Cl)=NC2C(=CC=CC=2)N=1.[K][S:29][C:30](=[C:33]([C:36]#[N:37])[C:34]#[N:35])[S:31][K]>>[S:29]1[C:11]2=[N:10][C:9]3[C:4]([N:3]=[C:2]2[S:31][C:30]1=[C:33]([C:36]#[N:37])[C:34]#[N:35])=[CH:5][CH:6]=[CH:7][CH:8]=3. Procedure details: The process of Example 13 is followed except that the 2,3-dichloro-6-nitroquinoxaline is replaced by 3.0 g of 2,3-dichloroquinoxaline and 3.95 g of the di(potassiomercapto)methylenemalononitrile is used. The recovered material is a light tan powder weighing 2.8 g with a calculated overall yield of 69 percent and has a melting point greater than 320° C.